describe an organic reaction: reactants, conditions, products, and yield From a dataset of the Open Reaction Database (ORD), a public repository of structured organic reaction records. Reactants: CCOC(=O)CBr, C=Cc1ccccc1-n1c(N2CCN(C(=O)OC(C)(C)C)CC2)nc2[nH]c(=O)n(COC(=O)C(C)(C)C)c(=O)c21, O=C([O-])[O-], CN(C)C=O, CCOC(C)=O, [K+], [K+]. The product is C=Cc1ccccc1-n1c(N2CCN(C(=O)OC(C)(C)C)CC2)nc2c1c(=O)n(COC(=O)C(C)(C)C)c(=O)n2CC(=O)OCC. Reaction SMILES: [Br:41][CH2:42][C:43](=[O:44])[O:45][CH2:46][CH3:47].[C:1]([CH3:2])([CH3:3])([CH3:4])[O:5][C:6](=[O:7])[N:8]1[CH2:9][CH2:10][N:11]([c:14]2[n:15][c:16]3[nH:17][c:18](=[O:40])[n:19]([CH2:32][O:33][C:34]([C:35]([CH3:36])([CH3:37])[CH3:38])=[O:39])[c:20](=[O:31])[c:21]3[n:22]2-[c:23]2[c:24]([CH:29]=[CH2:30])[cH:25][cH:26][cH:27][cH:28]2)[CH2:12][CH2:13]1.[C:48](=[O:49])([O-:50])[O-:51].[CH3:54][N:55]([CH3:56])[CH:57]=[O:58].[CH3:59][CH2:60][O:61][C:62](=[O:63])[CH3:64].[K+:52].[K+:53]>>[C:1]([CH3:2])([CH3:3])([CH3:4])[O:5][C:6](=[O:7])[N:8]1[CH2:9][CH2:10][N:11]([c:14]2[n:15][c:16]3[n:17]([CH2:42][C:43](=[O:44])[O:45][CH2:46][CH3:47])[c:18](=[O:40])[n:19]([CH2:32][O:33][C:34]([C:35]([CH3:36])([CH3:37])[CH3:38])=[O:39])[c:20](=[O:31])[c:21]3[n:22]2-[c:23]2[c:24]([CH:29]=[CH2:30])[cH:25][cH:26][cH:27][cH:28]2)[CH2:12][CH2:13]1. The reactants are [N+](=O)([O-])C1=C(C=CC=C1)ON=C(CC)CC (pentan-3-one O-(2-nitrophenyl)oxime). Run in Cl.CO (hydrogen chloride methanol). The product is C(C)C1=C(C2=C(O1)C(=CC=C2)[N+](=O)[O-])C (2-ethyl-3-methyl-7-nitrobenzo[b]furan). Isolated yield 91.6%. As a reaction SMILES: [N+:1]([C:4]1[CH:9]=[CH:8][CH:7]=[CH:6][C:5]=1[O:10]N=C(CC)CC)([O-:3])=[O:2]>Cl.CO>[CH2:9]([C:4]1[O:10][C:5]2[C:4]([N+:1]([O-:3])=[O:2])=[CH:9][CH:8]=[CH:7][C:6]=2[C:5]=1[CH3:6])[CH3:8] |f:1.2|. Reported procedure: A mixture of pentan-3-one O-(2-nitrophenyl)oxime (10.50 g) in 10% hydrogen chloride-methanol (105 ml) was refluxed for 4 hours. After concentration in vacuo, the residue was extracted with ethyl acetate and water. The obtained organic layer was washed with saturated aqueous sodium bicarbonate, brine and dried over, sodium sulfate. After evaporation in vacuo, the residue was purified by column chromatography on silica gel (eluate; ethyl acetate:n-hexane=1:6) to give a solid. The resulting solid w... As a reaction SMILES: [ClH:40].[K+:39].[OH-:38].[OH2:41].[OH:42][CH2:43][CH2:44][OH:45].[c:1]1([CH:7]([NH:8][C:9](=[O:10])[CH:11]2[C:12]3([CH3:13])[CH:14]([CH2:15][CH2:16]2)[CH:17]2[CH2:18][CH:19]=[C:20]4[CH:21]=[C:22]([C:30]#[N:31])[CH2:23][CH2:24][C:25]4([CH3:26])[CH:27]2[CH2:28][CH2:29]3)[c:32]2[cH:33][cH:34][cH:35][cH:36][cH:37]2)[cH:2][cH:3][cH:4][cH:5][cH:6]1>>[c:1]1([CH:7]([NH:8][C:9](=[O:10])[CH:11]2[C:12]3([CH3:13])[CH:14]([CH2:15][CH2:16]2)[CH:17]2[CH2:18][CH:19]=[C:20]4[CH:21]=[C:22]([C:30](=[O:38])[OH:41])[CH2:23][CH2:24][C:25]4([CH3:26])[CH:27]2[CH2:28][CH2:29]3)[c:32]2[cH:33][cH:34][cH:35][cH:36][cH:37]2)[cH:2][cH:3][cH:4][cH:5][cH:6]1. The reactants are Cl, [K+], [OH-], O, OCCO, CC12CCC(C#N)=CC1=CCC1C2CCC2(C)C(C(=O)NC(c3ccccc3)c3ccccc3)CCC12. Product: CC12CCC(C(=O)O)=CC1=CCC1C2CCC2(C)C(C(=O)NC(c3ccccc3)c3ccccc3)CCC12. Starting materials: CO, C1=CCC(C2CCC3(CC2)OCCO3)OC1. Yields the product C1CCC(C2CCC3(CC2)OCCO3)OC1. As a reaction SMILES: [CH3:17][OH:18].[O:1]1[CH:2]([CH:7]2[CH2:8][CH2:9][C:10]3([O:11][CH2:12][CH2:13][O:14]3)[CH2:15][CH2:16]2)[CH2:3][CH:4]=[CH:5][CH2:6]1>>[O:1]1[CH:2]([CH:7]2[CH2:8][CH2:9][C:10]3([O:11][CH2:12][CH2:13][O:14]3)[CH2:15][CH2:16]2)[CH2:3][CH2:4][CH2:5][CH2:6]1. Reactants: C(C1=CC=CC=C1)C1CCN(CC1)CCCN(C(=O)C1CCNCC1)C1=CC(=C(C=C1)Cl)Cl (N-[3-(4-Benzyl-1-piperidinyl)propyl]-N-(3,4-dichlorophenyl)-4-piperidinecarboxamide), BrCC(=O)N (2-bromoacetamide), C([O-])([O-])=O.[K+].[K+] (potassium carbonate), CN(C)C=O (DMF). Run in O (water). Reaction conditions: time 2 day. Product: C(C1=CC=CC=C1)C1CCN(CC1)CCCN(C(=O)C1CCN(CC1)CC(N)=O)C1=CC(=C(C=C1)Cl)Cl (N-[3-(4-Benzyl-1-piperidinyl)propyl]-1-carbamoylmethyl-N-(3,4-dichlorophenyl)-4-piperidinecarboxamide). The yield is 81.2%. RXN SMILES: [CH2:1]([CH:8]1[CH2:13][CH2:12][N:11]([CH2:14][CH2:15][CH2:16][N:17]([C:26]2[CH:31]=[CH:30][C:29]([Cl:32])=[C:28]([Cl:33])[CH:27]=2)[C:18]([CH:20]2[CH2:25][CH2:24][NH:23][CH2:22][CH2:21]2)=[O:19])[CH2:10][CH2:9]1)[C:2]1[CH:7]=[CH:6][CH:5]=[CH:4][CH:3]=1.Br[CH2:35][C:36]([NH2:38])=[O:37].C(=O)([O-])[O-].[K+].[K+].CN(C=O)C>O>[CH2:1]([CH:8]1[CH2:13][CH2:12][N:11]([CH2:14][CH2:15][CH2:16][N:17]([C:26]2[CH:31]=[CH:30][C:29]([Cl:32])=[C:28]([Cl:33])[CH:27]=2)[C:18]([CH:20]2[CH2:21][CH2:22][N:23]([CH2:35][C:36](=[O:37])[NH2:38])[CH2:24][CH2:25]2)=[O:19])[CH2:10][CH2:9]1)[C:2]1[CH:7]=[CH:6][CH:5]=[CH:4][CH:3]=1 |f:2.3.4|. Procedure details: A mixture of the compound obtained in Example 66 (391 mg, 0.80 mmol), 2-bromoacetamide (132 mg, 0.96 mmol), potassium carbonate (265 mg, 1.92 mmol) and DMF (5 mL) was stirred at room temperature for 2 days. To the reaction mixture was added water (15 mL), and the mixture was extracted with ethyl acetate (15 mL×3). The organic layer was washed with water (5 mL×3), saturated sodium chloride solution (5 mL), successively, dried over anhydrous sodium sulfate and concentrated under reduced pressure. ...